This data is from the Open Reaction Database (ORD), a public repository of structured organic reaction records. The task is: describe an organic reaction: reactants, conditions, products, and yield Run at temperature 110 celsius. The reactants are BrC1=CC=C(O1)C=C1C(NC2=CC=C(C=C12)Cl)=O (3-((5-bromofuran-2-yl)methylene)-5-chloroindolin-2-one), FC1=C(C=C(C=C1)C(=O)OC)B(O)O (2-fluoro-5-(methoxycarbonyl)phenylboronic acid), C(=O)([O-])[O-].[Cs+].[Cs+] (Cs2CO3), O (Water). Product: ClC=1C=C2C(C(NC2=CC1)=O)=CC1=CC=C(O1)C=1C=C(C(=O)OC)C=CC1F (methyl 3-(5-((5-chloro-2-oxoindolin-3-ylidene)methyl)furan-2-yl)-4-fluorobenzoate). The solvent is O1CCOCC1.O (dioxane water). As a reaction SMILES: Br[C:2]1[O:6][C:5]([CH:7]=[C:8]2[C:16]3[C:11](=[CH:12][CH:13]=[C:14]([Cl:17])[CH:15]=3)[NH:10][C:9]2=[O:18])=[CH:4][CH:3]=1.[F:19][C:20]1[CH:25]=[CH:24][C:23]([C:26]([O:28][CH3:29])=[O:27])=[CH:22][C:21]=1B(O)O.C([O-])([O-])=O.[Cs+].[Cs+].O>O1CCOCC1.O.Cl[Pd]Cl.C1C=CC(P(C2C=CC=CC=2)[C-]2C=CC=C2)=CC=1.C1C=CC(P(C2C=CC=CC=2)[C-]2C=CC=C2)=CC=1.[Fe+2]>[Cl:17][C:14]1[CH:15]=[C:16]2[C:11](=[CH:12][CH:13]=1)[NH:10][C:9](=[O:18])[C:8]2=[CH:7][C:5]1[O:6][C:2]([C:21]2[CH:22]=[C:23]([CH:24]=[CH:25][C:20]=2[F:19])[C:26]([O:28][CH3:29])=[O:27])=[CH:3][CH:4]=1 |f:2.3.4,6.7,8.9.10.11|. Procedure details: To 3-((5-bromofuran-2-yl)methylene)-5-chloroindolin-2-one (150 mg, 0.466 mmol) in dioxane/water (2850/150 μL) was added 2-fluoro-5-(methoxycarbonyl)phenylboronic acid (111 mg, 0.559 mmol) and Cs2CO3 (456 mg, 1.398 mmol). The mixture was degassed with nitrogen for 5 minutes, then PdCl2 dppf (17 mg, 0.023 mmol) was added. The mixture was heated in microwave for 40 minutes at 110° C. Water was added and the solid formed was isolated by filtration to yield methyl 3-(5-((5-chloro-2-oxoindolin-3-ylide... The reagents and catalysts are Cl[Pd]Cl.C1=CC=C(C=C1)P([C-]2C=CC=C2)C3=CC=CC=C3.C1=CC=C(C=C1)P([C-]2C=CC=C2)C3=CC=CC=C3.[Fe+2] (PdCl2 dppf).